Dataset: the Open Reaction Database (ORD), a public repository of structured organic reaction records. Task: describe an organic reaction: reactants, conditions, products, and yield Starting materials: ClC=1C=CC2=C(NC(C3=CN=CC=C23)=O)C1 (8-chlorobenzo[c][2,7]naphthyridin-5(6H)-one), COCCBr (2-bromoethyl methyl ether). Run in O (water), CN(C)C=O (DMF). Reaction conditions: time 12 hour. The product is ClC=1C=CC2=C(N(C(C3=CN=CC=C23)=O)CCOC)C1 (8-chloro-6-(2-methoxyethyl)benzo[c][2,7]naphthyridin-5(6H)-one). The yield is 80.0%. RXN SMILES: [Cl:1][C:2]1[CH:3]=[CH:4][C:5]2[C:14]3[C:9](=[CH:10][N:11]=[CH:12][CH:13]=3)[C:8](=[O:15])[NH:7][C:6]=2[CH:16]=1.[CH3:17][O:18][CH2:19][CH2:20]Br>CN(C=O)C.O>[Cl:1][C:2]1[CH:3]=[CH:4][C:5]2[C:14]3[C:9](=[CH:10][N:11]=[CH:12][CH:13]=3)[C:8](=[O:15])[N:7]([CH2:20][CH2:19][O:18][CH3:17])[C:6]=2[CH:16]=1. Procedure: To a stirred solution of 8-chlorobenzo[c][2,7]naphthyridin-5(6H)-one (0.150 g, 0.650 mmol) in anhydrous DMF (2 mL) at 0° C. was added 2-bromoethyl methyl ether (0.090 g, 0.650 mmol) under nitrogen. The reaction mixture was allowed to warm to RT and stirred for 12 h. The reaction mixture was diluted with water (10 mL) and extracted with ethyl acetate (2×20 mL). The combined organic layers were dried over sodium sulfate and concentrated under reduced pressure to afford 8-chloro-6-(2-methoxyethyl)b... The reactants are N1C(=NC2=C1C=CC=C2)CN2C1=C(C=3C(=CC=CC23)Br)CCN(CC1)C(=O)OC(C)(C)C (tert-Butyl 6-(1H-benzirnidazol-2-ylmethyl)-10-bromo-1,4,5,6-tetrahydroazepino[4,5-b]indole-3(2H)-carboxylate), C(Cl)Cl (CH2Cl2), FC(C(=O)O)(F)F (trifluoroacetic acid). Reaction conditions: time 2.5 hour. Yields the product Cl.N1C(=NC2=C1C=CC=C2)CN2C1=C(C=3C(=CC=CC23)Br)CCNCC1 (6-(1H-benzimidazol-2-ylmethyl)-10-bromo-1,2,3,4,5,6-hexahydroazepino[4,5-b]indole hydrochloride). As a reaction SMILES: [NH:1]1[C:5]2[CH:6]=[CH:7][CH:8]=[CH:9][C:4]=2[N:3]=[C:2]1[CH2:10][N:11]1[C:19]2[CH:18]=[CH:17][CH:16]=[C:15]([Br:20])[C:14]=2[C:13]2[CH2:21][CH2:22][N:23](C(OC(C)(C)C)=O)[CH2:24][CH2:25][C:12]1=2.FC(F)(F)C(O)=O.C(Cl)[Cl:41]>>[ClH:41].[NH:1]1[C:5]2[CH:6]=[CH:7][CH:8]=[CH:9][C:4]=2[N:3]=[C:2]1[CH2:10][N:11]1[C:19]2[CH:18]=[CH:17][CH:16]=[C:15]([Br:20])[C:14]=2[C:13]2[CH2:21][CH2:22][NH:23][CH2:24][CH2:25][C:12]1=2 |f:3.4|. Reported procedure: tert-Butyl 6-(1H-benzirnidazol-2-ylmethyl)-10-bromo-1,4,5,6-tetrahydroazepino[4,5-b]indole-3(2H)-carboxylate (0.105 g, 0.212 mmol) was dissolved in CH2Cl2 (5 mL) and trifluoroacetic acid (2.0 mL, 2.96 g, 26.0 mmol, 122 equiv.) was added. This mixture was stirred at rt in a capped vessel for 2.5 h. The reaction mixture was concentrated to dryness. The residue was taken up in EtOAc (2 mL), and 1M HCl in Et2O was added. The hydrochloride salt was collected by filtration and dried under vacuum. 6-(1... Reactants: B(Br)(Br)Br (boron tribromide), C1(CCCC1)CC=1NC(C2=C(N1)N(N=C2)C2=C(C=CC=C2)OCC)=O (6-cyclopentylmethyl-1-(2-ethoxyphenyl)-1,5-dihydro-4H-pyrazolo[3,4-d]pyrimidin-4-one). Run in ClCCl (dichloromethane). Conditions: time 1 hour. Yields the product C1(CCCC1)CC=1NC(C2=C(N1)N(N=C2)C2=C(C=CC=C2)O)=O (6-Cyclopentylmethyl-1-(2-hydroxyphenyl)-1,5-dihydro-4H-pyrazolo[3,4-d]pyrimidin-4-one). As a reaction SMILES: B(Br)(Br)Br.[CH:5]1([CH2:10][C:11]2[NH:12][C:13](=[O:29])[C:14]3[CH:19]=[N:18][N:17]([C:20]4[CH:25]=[CH:24][CH:23]=[CH:22][C:21]=4[O:26]CC)[C:15]=3[N:16]=2)[CH2:9][CH2:8][CH2:7][CH2:6]1>ClCCl>[CH:5]1([CH2:10][C:11]2[NH:12][C:13](=[O:29])[C:14]3[CH:19]=[N:18][N:17]([C:20]4[CH:25]=[CH:24][CH:23]=[CH:22][C:21]=4[OH:26])[C:15]=3[N:16]=2)[CH2:6][CH2:7][CH2:8][CH2:9]1. Procedure details: 4 ml of 1 M boron tribromide solution in dichloromethane are added to 0.2 g (0.59 mmol) of 6-cyclopentylmethyl-1-(2-ethoxyphenyl)-1,5-dihydro-4H-pyrazolo[3,4-d]pyrimidin-4-one (Example 12), and the reaction mixture was stirred at room temperature for 1 h. Aqueous hydrolysis is followed by extraction with dichloromethane. The product is purified by preparative HPLC(YMC Gel ODS-AQ S 5/15 μm; eluent A: water, eluent B: acetonitrile; gradient: 0 min 30% B, 5 min 30% B, 50 min 95% B). 0.167 g (91% of... RXN SMILES: [Cl:1][C:2]1[N:7]=[C:6]([CH2:8][OH:9])[CH:5]=[C:4]([I:10])[C:3]=1[OH:11].[CH:12]1([CH2:15]Br)[CH2:14][CH2:13]1>>[Cl:1][C:2]1[N:7]=[C:6]([CH2:8][OH:9])[CH:5]=[C:4]([I:10])[C:3]=1[O:11][CH2:15][CH:12]1[CH2:14][CH2:13]1. The product is ClC1=C(C(=CC(=N1)CO)I)OCC1CC1 ((6-chloro-4-iodo-5-cyclopropylmethoxy-pyridin-2-yl)-methanol). Reactants: ClC1=C(C(=CC(=N1)CO)I)O (6-chloro-5-hydroxy-4-iodo-2-pyridinemethanol), C1(CC1)CBr (cyclopropylmethyl bromide). Procedure details: The title compound was synthesized in analogy to Example A, using 6-chloro-5-hydroxy-4-iodo-2-pyridinemethanol and cyclopropylmethyl bromide as starting materials; LC-MS (UV peak area/ESI) 95.8%, 339.9584 (M+H)+. The reactants are Cc1ccccc1, C=CC(=C)Cl, O=C1C=CC(=O)O1, Cc1ccccc1C. Yields the product O=C1OC(=O)C2CC(Cl)C=CC12. As a reaction SMILES: [CH3:8][c:9]1[cH:10][cH:11][cH:12][cH:13][cH:14]1.[Cl:15][C:16](=[CH2:17])[CH:18]=[CH2:19].[O:1]=[C:2]1[O:3][C:4](=[O:5])[CH:6]=[CH:7]1.[c:20]1([CH3:21])[c:22]([CH3:23])[cH:24][cH:25][cH:26][cH:27]1>>[O:1]=[C:2]1[O:3][C:4](=[O:5])[CH:6]2[CH:7]1[CH:19]=[CH:18][CH:16]([Cl:15])[CH2:17]2. Starting materials: COC(=O)c1sccc1CBr, O=C([O-])[O-], CC(=O)Nc1cccc(O)c1, O=C([O-])O, CN(C)C=O, [Cs+], [Cs+], [Na+]. Product: COC(=O)c1sccc1COc1cccc(NC(C)=O)c1. Reaction SMILES: [Br:18][CH2:19][c:20]1[c:21]([C:25](=[O:26])[O:27][CH3:28])[s:22][cH:23][cH:24]1.[C:12](=[O:13])([O-:14])[O-:15].[C:1]([CH3:2])(=[O:3])[NH:4][c:5]1[cH:6][c:7]([OH:11])[cH:8][cH:9][cH:10]1.[C:29](=[O:30])([OH:31])[O-:32].[CH3:34][N:35]([CH3:36])[CH:37]=[O:38].[Cs+:16].[Cs+:17].[Na+:33]>>[C:1]([CH3:2])(=[O:3])[NH:4][c:5]1[cH:6][c:7]([O:11][CH2:19][c:20]2[c:21]([C:25](=[O:26])[O:27][CH3:28])[s:22][cH:23][cH:24]2)[cH:8][cH:9][cH:10]1.